From a dataset of the Open Reaction Database (ORD), a public repository of structured organic reaction records. describe an organic reaction: reactants, conditions, products, and yield Reactants: CCNCC, CN(C)C=O, Fc1ccc(-c2nn3c(c2-c2ccncc2)NNCC3)cc1, O. The product is CCN(CC)C(=O)N1CCn2nc(-c3ccc(F)cc3)c(-c3ccncc3)c2N1. RXN SMILES: [CH2:23]([CH3:24])[NH:25][CH2:26][CH3:27].[CH3:29][N:30]([CH:31]=[O:32])[CH3:33].[F:1][c:2]1[cH:3][cH:4][c:5](-[c:8]2[n:9][n:10]3[c:11]([c:16]2-[c:17]2[cH:18][cH:19][n:20][cH:21][cH:22]2)[NH:12][NH:13][CH2:14][CH2:15]3)[cH:6][cH:7]1.[OH2:28]>>[F:1][c:2]1[cH:3][cH:4][c:5](-[c:8]2[n:9][n:10]3[c:11]([c:16]2-[c:17]2[cH:18][cH:19][n:20][cH:21][cH:22]2)[NH:12][N:13]([C:31]([N:25]([CH2:23][CH3:24])[CH2:26][CH3:27])=[O:32])[CH2:14][CH2:15]3)[cH:6][cH:7]1. Reactants: OC1=CC=C(C=2C(C3=CC=CC=C3C(C12)=O)=O)O (1,4-dihydroxyanthraquinone), S(=O)([O-])S(=O)[O-].[Na+].[Na+] (sodium dithionite), [OH-].[Na+] (sodium hydroxide), N (ammonia). Solvent: O (water). Run at temperature 100 celsius, time 3 hour. Yields the product NC1=CC=C(C=2C(C3=CC=CC=C3C(C12)=O)=O)O (1-amino-4-hydroxyanthraquinone). Yield: 90.7%. Reaction SMILES: [OH:1][C:2]1[C:15]2[C:14](=[O:16])[C:13]3[C:8](=[CH:9][CH:10]=[CH:11][CH:12]=3)[C:7](=[O:17])[C:6]=2[C:5](O)=[CH:4][CH:3]=1.S(S([O-])=O)([O-])=O.[Na+].[Na+].[OH-].[Na+].[NH3:29]>O>[NH2:29][C:5]1[C:6]2[C:7](=[O:17])[C:8]3[C:13](=[CH:12][CH:11]=[CH:10][CH:9]=3)[C:14](=[O:16])[C:15]=2[C:2]([OH:1])=[CH:3][CH:4]=1 |f:1.2.3,4.5|. Reported procedure: 79.5 g of 1,4-dihydroxyanthraquinone, 210 ml of water, 5.6 g of sodium dithionite, 60 g of 50% strength by weight sodium hydroxide solution and 240 g of 25% strength by weight ammonia solution were introduced into a pressure-resistant apparatus. The apparatus was then sealed pressure-tight and its contents were heated to 100° C., giving rise to an autogenous pressure of 2.5 bar. The reaction mixture was held under these conditions for 3 h, then cooled down and depressurized. The precipitate foun... As a reaction SMILES: [C:1](#[N:2])[c:3]1[cH:4][s:5][c:6]2[nH:7][c:8](=[O:13])[c:9](=[O:12])[nH:10][c:11]12.[CH3:19][C:20](=[O:21])[OH:22].[S:14]([Cl:15])(=[O:16])([Cl:17])=[O:18]>>[C:1](#[N:2])[c:3]1[c:4]([Cl:17])[s:5][c:6]2[nH:7][c:8](=[O:13])[c:9](=[O:12])[nH:10][c:11]12. The reactants are N#Cc1csc2[nH]c(=O)c(=O)[nH]c12, CC(=O)O, O=S(=O)(Cl)Cl. Yields the product N#Cc1c(Cl)sc2[nH]c(=O)c(=O)[nH]c12. Starting materials: ClCc1ccccc1I, CCOP(OCC)OCC, Cc1ccccc1C. The product is CCOP(=O)(Cc1ccccc1I)OCC. Reaction SMILES: [I:11][c:12]1[c:13]([CH2:14][Cl:15])[cH:16][cH:17][cH:18][cH:19]1.[P:1]([O:2][CH2:3][CH3:4])([O:5][CH2:6][CH3:7])[O:8][CH2:9][CH3:10].[c:20]1([CH3:21])[c:22]([CH3:23])[cH:24][cH:25][cH:26][cH:27]1>>[P:1](=[O:2])([O:5][CH2:6][CH3:7])([O:8][CH2:9][CH3:10])[CH2:14][c:13]1[c:12]([I:11])[cH:19][cH:18][cH:17][cH:16]1. The reactants are CC(C)CC(C(=O)Nc1cnc(C2COC(C)(C)O2)cn1)N1Cc2c(cccc2C(F)(F)F)C1=O, Cl, C1CCOC1. Product: CC(C)CC(C(=O)Nc1cnc(C(O)CO)cn1)N1Cc2c(cccc2C(F)(F)F)C1=O. Reaction SMILES: [CH3:1][C:2]1([CH3:35])[O:3][CH2:4][CH:5]([c:7]2[n:8][cH:9][c:10]([NH:13][C:14]([CH:15]([CH2:16][CH:17]([CH3:18])[CH3:19])[N:20]3[C:21](=[O:33])[c:22]4[cH:23][cH:24][cH:25][c:26]([C:29]([F:30])([F:31])[F:32])[c:27]4[CH2:28]3)=[O:34])[n:11][cH:12]2)[O:6]1.[ClH:36].[O:37]1[CH2:38][CH2:39][CH2:40][CH2:41]1>>[OH:3][CH2:4][CH:5]([OH:6])[c:7]1[n:8][cH:9][c:10]([NH:13][C:14]([CH:15]([CH2:16][CH:17]([CH3:18])[CH3:19])[N:20]2[C:21](=[O:33])[c:22]3[cH:23][cH:24][cH:25][c:26]([C:29]([F:30])([F:31])[F:32])[c:27]3[CH2:28]2)=[O:34])[n:11][cH:12]1. Yields the product FC(F)=C(Cl)C(F)(F)OC(F)(C(F)(F)F)C(F)(F)F. The reactants are COCCOCCOC, FC(F)=C(Cl)C(F)(F)Cl, [F-], O=C(C(F)(F)F)C(F)(F)F, [K+], O. Reaction SMILES: [CH3:13][O:14][CH2:15][CH2:16][O:17][CH2:18][CH2:19][O:20][CH3:21].[Cl:22][C:23]([C:24](=[C:25]([F:26])[F:27])[Cl:28])([F:29])[F:30].[F-:11].[F:1][C:2]([F:3])([F:4])[C:5](=[O:6])[C:7]([F:8])([F:9])[F:10].[K+:12].[OH2:31]>>[F:1][C:2]([F:3])([F:4])[C:5]([O:6][C:23]([C:24](=[C:25]([F:26])[F:27])[Cl:28])([F:29])[F:30])([C:7]([F:8])([F:9])[F:10])[F:11]. The product is CS(=O)(=O)Nc1cncc(C#Cc2ccccc2)c1. Reactants: CS(=O)(=O)Cl, ClCCl, Cl, Cl, O, Nc1cncc(C#Cc2ccccc2)c1, c1ccncc1. RXN SMILES: [CH3:1][S:2]([Cl:3])(=[O:4])=[O:5].[Cl:30][CH2:31][Cl:32].[ClH:6].[ClH:7].[OH2:29].[c:8]1([C:14]#[C:15][c:16]2[cH:17][c:18]([NH2:22])[cH:19][n:20][cH:21]2)[cH:9][cH:10][cH:11][cH:12][cH:13]1.[cH:23]1[cH:24][cH:25][n:26][cH:27][cH:28]1>>[CH3:1][S:2](=[O:4])(=[O:5])[NH:22][c:18]1[cH:17][c:16]([C:15]#[C:14][c:8]2[cH:9][cH:10][cH:11][cH:12][cH:13]2)[cH:21][n:20][cH:19]1.